This data is from the Open Reaction Database (ORD), a public repository of structured organic reaction records. The task is: describe an organic reaction: reactants, conditions, products, and yield The solvent is C(Cl)Cl (methylene chloride). Starting materials: C(C1=CC=CC=C1)O (benzyl alcohol), ClC(COC(=O)N=C=O)(Cl)Cl (trichloroethoxycarbonyl isocyanate), benzyl 2,2,2-trichloroethyl imidodicarboxylate. Conditions: time 40 minute. As a reaction SMILES: [CH2:1]([OH:8])[C:2]1[CH:7]=[CH:6][CH:5]=[CH:4][CH:3]=1.ClC(Cl)(Cl)C[O:12][C:13]([N:15]=C=O)=O>C(Cl)Cl>[C:13](=[O:12])([O:8][CH2:1][C:2]1[CH:7]=[CH:6][CH:5]=[CH:4][CH:3]=1)[NH2:15]. Procedure details: Benzyl carbamate is prepared by dissolving 354 mg. (3.28 mmoles) benzyl alcohol in 3 ml. methylene chloride in a 2-neck 10 ml. flask fitted with a condenser topped with a drying tube and serum cap. The solution is cooled in an ice bath and 0.48 ml. (770 mg., 3.5 mmoles) of trichloroethoxycarbonyl isocyanate is introduced with a syringe through the serum cap. An exotherm is noted. After stirring at room temperature for 40 minutes, the solution is concentrated to an oil and recrystallized from cyc... Yields the product C(N)(OCC1=CC=CC=C1)=O (Benzyl carbamate). The product is CCN(CC)CCOc1ccc(Nc2ncc3c(n2)N(C)C(=O)N(c2c(C)cccc2Cl)C3)cc1. Reaction SMILES: [CH2:25]([CH3:26])[N:27]([CH2:28][CH2:29][O:30][c:31]1[cH:32][cH:33][c:34]([NH2:35])[cH:36][cH:37]1)[CH2:38][CH3:39].[Cl:1][c:2]1[c:3]([N:9]2[C:10](=[O:24])[N:11]([CH3:23])[c:12]3[n:13][c:14]([S:19]([CH3:20])(=[O:21])=[O:22])[n:15][cH:16][c:17]3[CH2:18]2)[c:4]([CH3:8])[cH:5][cH:6][cH:7]1>>[Cl:1][c:2]1[c:3]([N:9]2[C:10](=[O:24])[N:11]([CH3:23])[c:12]3[n:13][c:14]([NH:35][c:34]4[cH:33][cH:32][c:31]([O:30][CH2:29][CH2:28][N:27]([CH2:25][CH3:26])[CH2:38][CH3:39])[cH:37][cH:36]4)[n:15][cH:16][c:17]3[CH2:18]2)[c:4]([CH3:8])[cH:5][cH:6][cH:7]1. Starting materials: CCN(CC)CCOc1ccc(N)cc1, Cc1cccc(Cl)c1N1Cc2cnc(S(C)(=O)=O)nc2N(C)C1=O. Starting materials: COC1=C(CCl)C=CC=C1 (2-methoxybenzyl chloride), NCC1=NC=CC=C1 (2-(Aminomethyl)pyridine), C([O-])([O-])=O.[K+].[K+] (potassium carbonate). Solvent: CC#N (CH3CN). Run at time 3 day. Yields the product COC1=C(CNCC2=NC=CC=C2)C=CC=C1 (N-(2-methoxybenzyl)-1-(pyridin-2-yl)methanamine). Reaction SMILES: [CH3:1][O:2][C:3]1[CH:10]=[CH:9][CH:8]=[CH:7][C:4]=1[CH2:5]Cl.[NH2:11][CH2:12][C:13]1[CH:18]=[CH:17][CH:16]=[CH:15][N:14]=1.C(=O)([O-])[O-].[K+].[K+]>CC#N>[CH3:1][O:2][C:3]1[CH:10]=[CH:9][CH:8]=[CH:7][C:4]=1[CH2:5][NH:11][CH2:12][C:13]1[CH:18]=[CH:17][CH:16]=[CH:15][N:14]=1 |f:2.3.4|. Reported procedure: 2-methoxybenzyl chloride (1.50 g, 9.5 mmol) and 2-(Aminomethyl)pyridine (5.18 g, 47 mmol) were dissolved in 800 mL CH3CN. To this solution was added potassium carbonate (1.324 g, 9.5 mmol) and the mixture was stirred at room temperature for three days. The solvent was evaporated, and the residual oil was dissolved in CH2Cl2 (75 mL) and extracted with water (75 mL×3). The combined CH2Cl2 layers were reduced in volume, and the resulting yellow-orange oil was purified by silica gel chromatography e... Starting materials: BrCCCNC=1C(N(S(C1C1=CC=CC=C1)(=O)=O)C(C)(C)C)=O (4-[(3-bromopropyl)amino]-2-tert-butyl-5-phenylisothiazol-3(2H)-one 1,1-dioxide), C(CC)OC=1C=C(C=C(C1)OCCC)O (3,5-dipropoxyphenol), H+. The product is C(C)(C)(C)N1S(C(=C(C1=O)NCCCOC1=CC(=CC(=C1)OCCC)OCCC)C1=CC=CC=C1)(=O)=O (2-tert-Butyl-4-{[3-(3,5-dipropoxyphenoxy)propyl]amino}-5-phenylisothiazol-3(2H)-one 1,1-dioxide). Reaction SMILES: Br[CH2:2][CH2:3][CH2:4][NH:5][C:6]1[C:7](=[O:23])[N:8]([C:19]([CH3:22])([CH3:21])[CH3:20])[S:9](=[O:18])(=[O:17])[C:10]=1[C:11]1[CH:16]=[CH:15][CH:14]=[CH:13][CH:12]=1.[CH2:24]([O:27][C:28]1[CH:29]=[C:30]([OH:38])[CH:31]=[C:32]([O:34][CH2:35][CH2:36][CH3:37])[CH:33]=1)[CH2:25][CH3:26]>>[C:19]([N:8]1[C:7](=[O:23])[C:6]([NH:5][CH2:4][CH2:3][CH2:2][O:38][C:30]2[CH:31]=[C:32]([O:34][CH2:35][CH2:36][CH3:37])[CH:33]=[C:28]([O:27][CH2:24][CH2:25][CH3:26])[CH:29]=2)=[C:10]([C:11]2[CH:16]=[CH:15][CH:14]=[CH:13][CH:12]=2)[S:9]1(=[O:18])=[O:17])([CH3:22])([CH3:21])[CH3:20]. Procedure details: The title compound was prepared from 4-[(3-bromopropyl)amino]-2-tert-butyl-5-phenylisothiazol-3(2H)-one 1,1-dioxide and 3,5-dipropoxyphenol in a similar manner as described for Example 5. 1H NMR (500 MHz, CDCl3): δ 7.54-7.50 (m, 2H), 7.46-7.41 (m, 3H), 6.12-6.09 (m, 1H), 6.08-6.06 (m, 2H), 5.89-5.83 (m, 1H), 3.93-3.84 (m, 6H), 3.09-3.03 (m, 2H), 1.87-1.76 (m, 6H), 1.74 (s, 9H), 1.07-1.01 (m, 6H); 13C NMR (125 MHz, CDCl3): δ 161.2, 160.2, 159.9, 135.4, 131.8, 129.7, 128.8, 125.3, 107.1, 94.8, 94....